The task is: describe an organic reaction: reactants, conditions, products, and yield. This data is from the Open Reaction Database (ORD), a public repository of structured organic reaction records. Reaction SMILES: [CH2:52]1[O:53][CH2:54][CH2:55][CH2:56]1.[Cl:1][c:2]1[cH:3][cH:4][cH:5][c:6]([C:7]([O:8][OH:10])=[O:9])[cH:11]1.[F:12][C:13]([c:14]1[cH:15][c:16]([CH2:17][n:18]2[n:19][n:20][c:21](-[c:29]3[n:30][n:31][c:32]([CH3:42])[n:33]3[CH2:34][c:35]3[c:36]([Cl:41])[cH:37][cH:38][cH:39][cH:40]3)[c:22]2[N:23]2[CH2:24][CH2:25][S:26][CH2:27][CH2:28]2)[cH:43][c:44]([C:46]([F:47])([F:48])[F:49])[cH:45]1)([F:50])[F:51]>>[O:9]=[S:26]1[CH2:25][CH2:24][N:23]([c:22]2[n:18]([CH2:17][c:16]3[cH:15][c:14]([C:13]([F:12])([F:50])[F:51])[cH:45][c:44]([C:46]([F:47])([F:48])[F:49])[cH:43]3)[n:19][n:20][c:21]2-[c:29]2[n:30][n:31][c:32]([CH3:42])[n:33]2[CH2:34][c:35]2[c:36]([Cl:41])[cH:37][cH:38][cH:39][cH:40]2)[CH2:28][CH2:27]1. The reactants are C1CCOC1, O=C(OO)c1cccc(Cl)c1, Cc1nnc(-c2nnn(Cc3cc(C(F)(F)F)cc(C(F)(F)F)c3)c2N2CCSCC2)n1Cc1ccccc1Cl. Product: Cc1nnc(-c2nnn(Cc3cc(C(F)(F)F)cc(C(F)(F)F)c3)c2N2CCS(=O)CC2)n1Cc1ccccc1Cl.